From a dataset of the Open Reaction Database (ORD), a public repository of structured organic reaction records. describe an organic reaction: reactants, conditions, products, and yield Starting materials: C1(=CC=CC=C1)COC=1C=C2C=CN(C2=CC1)NC1=CC=NC=C1 (5-(phenylmethoxy)-1-(4-pyridinylamino)-1H-indole). The reagents and catalysts are [Pd] (palladium on carbon). The solvent is C(C)O (ethanol), C(C)O (ethanol). Run at time 4 hour. Yields the product N1=CC=C(C=C1)NN1C=CC2=CC(=CC=C12)O (1-(4-Pyridinylamino)-1H-indol-5-ol). Yield: 147.0%. RXN SMILES: C1(C[O:8][C:9]2[CH:10]=[C:11]3[C:15](=[CH:16][CH:17]=2)[N:14]([NH:18][C:19]2[CH:24]=[CH:23][N:22]=[CH:21][CH:20]=2)[CH:13]=[CH:12]3)C=CC=CC=1>[Pd].C(O)C>[N:22]1[CH:23]=[CH:24][C:19]([NH:18][N:14]2[C:15]3[C:11](=[CH:10][C:9]([OH:8])=[CH:17][CH:16]=3)[CH:12]=[CH:13]2)=[CH:20][CH:21]=1. Procedure: To 0.8 g of 10% palladium on carbon in 10 ml of absolute ethanol was added a solution of 5-(phenylmethoxy)-1-(4-pyridinylamino)-1H-indole (4.0 g) in 240 ml of absolute ethanol and this was hydrogenated on a Parr apparatus for four hours at 50° C. at 50 psig H2. The mixture was cooled and filtered, and the filtrate was concentrated to yield an oil (4.2 g), which was eluted with ethyl acetate on a silica gel column via HPLC. The desired fractions were concentrated to yield an oil (3.72 g). This ma... The reactants are CN(C)Cc1ccc(CSCCN)o1, O=c1[nH]c(N[N+](=O)[O-])ncc1Cc1ccn(Cc2ccccc2)c(=O)c1, c1ccncc1. Product: CN(C)Cc1ccc(CSCCNc2ncc(Cc3ccn(Cc4ccccc4)c(=O)c3)c(=O)[nH]2)o1. As a reaction SMILES: [CH3:1][N:2]([CH3:3])[CH2:4][c:5]1[o:6][c:7]([CH2:10][S:11][CH2:12][CH2:13][NH2:14])[cH:8][cH:9]1.[N+:15]([NH:16][c:19]1[n:20][cH:21][c:22]([CH2:26][c:27]2[cH:28][c:29](=[O:40])[n:30]([CH2:33][c:34]3[cH:35][cH:36][cH:37][cH:38][cH:39]3)[cH:31][cH:32]2)[c:23](=[O:25])[nH:24]1)([O-:17])=[O:18].[cH:41]1[cH:42][cH:43][n:44][cH:45][cH:46]1>>[CH3:1][N:2]([CH3:3])[CH2:4][c:5]1[o:6][c:7]([CH2:10][S:11][CH2:12][CH2:13][NH:14][c:19]2[n:20][cH:21][c:22]([CH2:26][c:27]3[cH:28][c:29](=[O:40])[n:30]([CH2:33][c:34]4[cH:35][cH:36][cH:37][cH:38][cH:39]4)[cH:31][cH:32]3)[c:23](=[O:25])[nH:24]2)[cH:8][cH:9]1. Starting materials: O (water), COC(COC1=CC(=C(C(=C1)Cl)C=O)Cl)=O ((3,5-dichloro-4-formylphenoxy)-acetic acid methyl ester), NC=1C=C(C(=O)NC2=CC(=C(C=C2)C)C)C=CC1N (3,4-diamino-N-(3,4-dimethyl-phenyl)-benzamide), C(F)(F)(F)S(=O)(=O)[O-].C(F)(F)(F)S(=O)(=O)[O-].C(F)(F)(F)S(=O)(=O)[O-].[Yb+3] (Yb(OTf)3). Run in CS(=O)C (DMSO), CCOC(=O)C (EtOAc). Reaction conditions: time 8 hour. Yields the product COC(COC1=CC(=C(C(=C1)Cl)C1=NC2=C(N1)C=C(C=C2)C(NC2=CC(=C(C=C2)C)C)=O)Cl)=O ({3,5-dichloro-4-[6-(3,4-dimethylphenylcarbamoyl)-1H-benzoimidazol-2-yl]-phenoxy}-acetic acid methyl ester). Reaction SMILES: [CH3:1][O:2][C:3](=[O:16])[CH2:4][O:5][C:6]1[CH:11]=[C:10]([Cl:12])[C:9]([CH:13]=O)=[C:8]([Cl:15])[CH:7]=1.[NH2:17][C:18]1[CH:19]=[C:20]([CH:32]=[CH:33][C:34]=1[NH2:35])[C:21]([NH:23][C:24]1[CH:29]=[CH:28][C:27]([CH3:30])=[C:26]([CH3:31])[CH:25]=1)=[O:22].C(S([O-])(=O)=O)(F)(F)F.C(S([O-])(=O)=O)(F)(F)F.C(S([O-])(=O)=O)(F)(F)F.[Yb+3].O>CS(C)=O.CCOC(C)=O>[CH3:1][O:2][C:3](=[O:16])[CH2:4][O:5][C:6]1[CH:11]=[C:10]([Cl:12])[C:9]([C:13]2[NH:17][C:18]3[CH:19]=[C:20]([C:21](=[O:22])[NH:23][C:24]4[CH:29]=[CH:28][C:27]([CH3:30])=[C:26]([CH3:31])[CH:25]=4)[CH:32]=[CH:33][C:34]=3[N:35]=2)=[C:8]([Cl:15])[CH:7]=1 |f:2.3.4.5|. Procedure: To a solution of (3,5-dichloro-4-formylphenoxy)-acetic acid methyl ester (524 mg, 2.0 mmol) and 3,4-diamino-N-(3,4-dimethyl-phenyl)-benzamide (510 mg, 2.0 mmol) (Example 5-1, step 6) in DMSO (15 mL) was added Yb(OTf)3 (248 mg, 0.4 mmol) and the solution was stirred at ambient temperature overnight. The mixture was partioned between water and EtOAc and the aqueous layer was extracted with EtOAc. The combined organic layers were washed with water, brine, dried with MgSO4, filtered and concentrated... Starting materials: CC(=O)c1csc(-c2ccc(C(C)(C)C)cc2)c1O, CN(C)C=O, Cl, NNC(=S)Nc1ccc(C(=O)O)cc1. Yields the product CC(=NNC(=S)Nc1ccc(C(=O)O)cc1)c1csc(-c2ccc(C(C)(C)C)cc2)c1O. As a reaction SMILES: [C:1]([CH3:2])([CH3:3])([CH3:4])[c:5]1[cH:6][cH:7][c:8](-[c:11]2[s:12][cH:13][c:14]([C:17](=[O:18])[CH3:19])[c:15]2[OH:16])[cH:9][cH:10]1.[CH3:35][N:36]([CH3:37])[CH:38]=[O:39].[ClH:34].[NH:20]([NH2:21])[C:22](=[S:23])[NH:24][c:25]1[cH:26][cH:27][c:28]([C:29](=[O:30])[OH:31])[cH:32][cH:33]1>>[C:1]([CH3:2])([CH3:3])([CH3:4])[c:5]1[cH:6][cH:7][c:8](-[c:11]2[s:12][cH:13][c:14]([C:17]([CH3:19])=[N:21][NH:20][C:22](=[S:23])[NH:24][c:25]3[cH:26][cH:27][c:28]([C:29](=[O:30])[OH:31])[cH:32][cH:33]3)[c:15]2[OH:16])[cH:9][cH:10]1. Reactants: CCCCCC1CCC(O)CC1, CCOC(C)=O, C1CCOC1, CC(C)OC(=O)N=NC(=O)OC(C)C, CC1(c2ccc3cc(O)ccc3c2)COC(=O)N1, c1ccc(P(c2ccccc2)c2ccccc2)cc1. The product is CCCCCC1CCC(Oc2ccc3cc(C4(C)COC(=O)N4)ccc3c2)CC1. As a reaction SMILES: [CH2:19]([CH2:20][CH2:21][CH2:22][CH3:23])[CH:24]1[CH2:25][CH2:26][CH:27]([OH:30])[CH2:28][CH2:29]1.[CH3:69][CH2:70][O:71][C:72](=[O:73])[CH3:74].[O:31]1[CH2:32][CH2:33][CH2:34][CH2:35]1.[O:55]=[C:56]([O:57][CH:58]([CH3:59])[CH3:60])[N:61]=[N:62][C:63]([O:64][CH:65]([CH3:66])[CH3:67])=[O:68].[OH:1][c:2]1[cH:3][c:4]2[cH:5][cH:6][c:7]([C:12]3([CH3:18])[NH:13][C:14](=[O:17])[O:15][CH2:16]3)[cH:8][c:9]2[cH:10][cH:11]1.[c:36]1([P:37]([c:38]2[cH:39][cH:40][cH:41][cH:42][cH:43]2)[c:44]2[cH:45][cH:46][cH:47][cH:48][cH:49]2)[cH:50][cH:51][cH:52][cH:53][cH:54]1>>[O:1]([c:2]1[cH:3][c:4]2[cH:5][cH:6][c:7]([C:12]3([CH3:18])[NH:13][C:14](=[O:17])[O:15][CH2:16]3)[cH:8][c:9]2[cH:10][cH:11]1)[CH:27]1[CH2:26][CH2:25][CH:24]([CH2:19][CH2:20][CH2:21][CH2:22][CH3:23])[CH2:29][CH2:28]1. The reactants are C1=CC=CC=2C3=CC=CC=C3C(C12)COC(=O)N[C@@H](CCCCN)C(=O)O (Nα-(9-fluorenylmethoxycarbonyl)-L-lysine), C(C)(C)C1=C(C(=CC(=C1)C(C)C)C(C)C)S(=O)(=O)Cl (2,4,6-triisopropylbenzenesulfonyl chloride). Product: C(C)(C)C1=C(C(=CC(=C1)C(C)C)C(C)C)S(=O)(=O)NCCCC[C@H](NC(=O)OCC1C2=CC=CC=C2C=2C=CC=CC12)C(=O)O (Nε-(2,4,6-Triisopropylbenzenesulfonyl)-Nα-(9-fluorenylmethoxycarbonyl)-L-lysine). The yield is 34.0%. As a reaction SMILES: [CH:1]1[C:13]2[CH:12]([CH2:14][O:15][C:16]([NH:18][C@H:19]([C:25]([OH:27])=[O:26])[CH2:20][CH2:21][CH2:22][CH2:23][NH2:24])=[O:17])[C:11]3[C:6](=[CH:7][CH:8]=[CH:9][CH:10]=3)[C:5]=2[CH:4]=[CH:3][CH:2]=1.[CH:28]([C:31]1[CH:36]=[C:35]([CH:37]([CH3:39])[CH3:38])[CH:34]=[C:33]([CH:40]([CH3:42])[CH3:41])[C:32]=1[S:43](Cl)(=[O:45])=[O:44])([CH3:30])[CH3:29]>>[CH:28]([C:31]1[CH:36]=[C:35]([CH:37]([CH3:38])[CH3:39])[CH:34]=[C:33]([CH:40]([CH3:42])[CH3:41])[C:32]=1[S:43]([NH:24][CH2:23][CH2:22][CH2:21][CH2:20][C@@H:19]([C:25]([OH:27])=[O:26])[NH:18][C:16]([O:15][CH2:14][CH:12]1[C:11]2[CH:10]=[CH:9][CH:8]=[CH:7][C:6]=2[C:5]2[C:13]1=[CH:1][CH:2]=[CH:3][CH:4]=2)=[O:17])(=[O:45])=[O:44])([CH3:29])[CH3:30]. Procedure: Nα-(9-fluorenylmethoxycarbonyl)-L-lysine was reacted with 2,4,6-triisopropylbenzenesulfonyl chloride under the conditions used in example 2 giving 34% of the title compound. Starting materials: B(Br)(Br)Br (boron tribromide), COC[C@@H](OC=1C=C(C=C(C1)OC1=NC=C(N=C1)S(=O)(=O)C)C1=CC=C(N1)C=1O[C@H](CN1)CO)C ({(5R)-2-[5-(3-[(1S)-2-Methoxy-1-methylethoxy]-5-{[5-(methylsulfonyl)pyrazin-2-yl]oxy}phenyl)-1H-pyrrol-2-yl]-4,5-dihydro-1,3-oxazol-5-yl}methanol), C(O)([O-])=O.[Na+] (sodium hydrogencarbonate). The solvent is C(Cl)Cl (methylene chloride). Reaction conditions: time 1 hour. The product is OC[C@H]1CN=C(O1)C1=CC=C(N1)C=1C=C(O[C@H](CO)C)C=C(C1)OC1=NC=C(N=C1)S(=O)(=O)C ((2S)-2-(3-{5-[(5R)-5-(Hydroxymethyl)-4,5-dihydro-1,3-oxazol-2-yl]-1H-pyrrol-2-yl}-5-{[5-(methylsulfonyl)pyrazin-2-yl]oxy}phenoxy)propan-1-ol). The yield is 65.3%. Reaction SMILES: C[O:2][CH2:3][C@H:4]([CH3:35])[O:5][C:6]1[CH:7]=[C:8]([C:23]2[NH:27][C:26]([C:28]3[O:29][C@@H:30]([CH2:33][OH:34])[CH2:31][N:32]=3)=[CH:25][CH:24]=2)[CH:9]=[C:10]([O:12][C:13]2[CH:18]=[N:17][C:16]([S:19]([CH3:22])(=[O:21])=[O:20])=[CH:15][N:14]=2)[CH:11]=1.B(Br)(Br)Br.C(=O)([O-])O.[Na+]>C(Cl)Cl>[OH:34][CH2:33][C@@H:30]1[O:29][C:28]([C:26]2[NH:27][C:23]([C:8]3[CH:7]=[C:6]([CH:11]=[C:10]([O:12][C:13]4[CH:18]=[N:17][C:16]([S:19]([CH3:22])(=[O:21])=[O:20])=[CH:15][N:14]=4)[CH:9]=3)[O:5][C@@H:4]([CH3:35])[CH2:3][OH:2])=[CH:24][CH:25]=2)=[N:32][CH2:31]1 |f:2.3|. Reported procedure: {(5R)-2-[5-(3-[(1S)-2-Methoxy-1-methylethoxy]-5-{[5-(methylsulfonyl)pyrazin-2-yl]oxy}phenyl)-1H-pyrrol-2-yl]-4,5-dihydro-1,3-oxazol-5-yl}methanol (105 mg, 0.21 mmol) synthesized in Example (101d) was dissolved in methylene chloride (10 mL), and boron tribromide (1.0 mol/L methylene chloride solution, 315 μL, 0.315 mmol) was added at −78° C. under nitrogen atmosphere, and subsequently the temperature was brought back to room temperature, followed by stirring for 1 hour. To the reaction solution, ... Reactants: Cl.Cl.Cl.CN1CCN(CC1)[C@H]1C[C@H](CCC1)N ((cis)-3-(4-Methylpiperazin-1-yl)cyclohexanamine trihydrochloride), C(=O)([O-])[O-].[K+].[K+] (K2CO3), C1(=CC=CC=C1)C (toluene). Run in O (water), O (water). Run at time 16 hour. The product is C(C1=CC=CC=C1)OC(N[C@@H]1C[C@@H](CCC1)N1CCN(CC1)C)=O ((cis)-Benzyl-3-(4-methylpiperazin-1-yl)cyclohexylcarbamate). The yield is 37.0%. As a reaction SMILES: Cl.Cl.Cl.[CH3:4][N:5]1[CH2:10][CH2:9][N:8]([C@@H:11]2[CH2:16][CH2:15][CH2:14][C@H:13]([NH2:17])[CH2:12]2)[CH2:7][CH2:6]1.[C:18]([O-:21])([O-])=[O:19].[K+].[K+].[C:24]1([CH3:30])[CH:29]=[CH:28][CH:27]=[CH:26][CH:25]=1>O>[CH2:30]([O:21][C:18](=[O:19])[NH:17][C@H:13]1[CH2:14][CH2:15][CH2:16][C@@H:11]([N:8]2[CH2:7][CH2:6][N:5]([CH3:4])[CH2:10][CH2:9]2)[CH2:12]1)[C:24]1[CH:29]=[CH:28][CH:27]=[CH:26][CH:25]=1 |f:0.1.2.3,4.5.6|. Procedure details: (cis)-3-(4-Methylpiperazin-1-yl)cyclohexanamine trihydrochloride (5.0 g, 16.39 mmol, 1.0 eq.) and K2CO3 (9.05 g, 65.56 mmol, 4.0 eq.) were dissolved in water (15 ml); a solution of Cbz-C1 (2.85 g, 16.39 mmol, 1.0 eq.) in toluene (25 ml) was added at 0° C., and the reaction mixture was then stirred for 16 hours at RT. The reaction solution was diluted with water (15 ml) and the phases were separated. The org. phase was dried over sodium sulfate, concentrated under reduced pressure and purified by...